Dataset: the Open Reaction Database (ORD), a public repository of structured organic reaction records. Task: describe an organic reaction: reactants, conditions, products, and yield Starting materials: Nc1cc(C(F)(F)F)ccc1NC(=O)c1ccc(Cl)nc1, NCCN. Yields the product NCCNc1ccc(C(=O)Nc2ccc(C(F)(F)F)cc2N)cn1. Reaction SMILES: [NH2:1][c:2]1[c:3]([NH:12][C:13]([c:14]2[cH:15][n:16][c:17]([Cl:20])[cH:18][cH:19]2)=[O:21])[cH:4][cH:5][c:6]([C:8]([F:9])([F:10])[F:11])[cH:7]1.[NH2:22][CH2:23][CH2:24][NH2:25]>>[NH2:1][c:2]1[c:3]([NH:12][C:13]([c:14]2[cH:15][n:16][c:17]([NH:22][CH2:23][CH2:24][NH2:25])[cH:18][cH:19]2)=[O:21])[cH:4][cH:5][c:6]([C:8]([F:9])([F:10])[F:11])[cH:7]1. RXN SMILES: Cl.[CH3:2][O:3][C:4]1[CH:19]=[CH:18][C:7]([C:8]([NH:10][C:11]2[C:12]([NH2:17])=[CH:13][CH:14]=[CH:15][CH:16]=2)=[O:9])=[CH:6][CH:5]=1.[OH-].[Na+].[CH3:22][O:23][C:24]1[CH:32]=[C:31]([O:33][CH3:34])[CH:30]=[CH:29][C:25]=1[C:26](Cl)=[O:27]>C(Cl)Cl>[CH3:22][O:23][C:24]1[CH:32]=[C:31]([O:33][CH3:34])[CH:30]=[CH:29][C:25]=1[C:26]([NH:17][C:12]1[C:11]([NH:10][C:8](=[O:9])[C:7]2[CH:6]=[CH:5][C:4]([O:3][CH3:2])=[CH:19][CH:18]=2)=[CH:16][CH:15]=[CH:14][CH:13]=1)=[O:27] |f:0.1,2.3|. Reported procedure: To a solution N1-(4-methoxybenzoyl)-1,2-benzenediamine hydrochloride (558 mg, 2.08 mmol) in methylene chloride (100 mL) was added 0.5 N aqueous sodium hydroxide (8 mL) and the resulting mixture was cooled in an ice-water bath. 2,4-Dimethoxybenzoyl chloride (0.40 g, 2.0 mmol) was added slowly with vigorous stirring. The mixture was allowed to warm slowly to room temperature and stirred for 18 h. The organic layer was separated and washed with dilute aqueous sodium bicarbonate solution, dilute aqu... Reaction conditions: time 18 hour. Yield: 64.0%. The product is COC1=C(C(=O)NC=2C(=CC=CC2)NC(C2=CC=C(C=C2)OC)=O)C=CC(=C1)OC (N1-(2,4-Dimethoxybenzoyl)-N2-(4-methoxybenzoyl)-1,2-benzenediamine). The reactants are Cl.COC1=CC=C(C(=O)NC=2C(=CC=CC2)N)C=C1 (N1-(4-methoxybenzoyl)-1,2-benzenediamine hydrochloride), [OH-].[Na+] (sodium hydroxide), COC1=C(C(=O)Cl)C=CC(=C1)OC (2,4-Dimethoxybenzoyl chloride). The solvent is C(Cl)Cl (methylene chloride). The reactants are OC=1C=C(C=CC1)CC(=O)O (3-hydroxyphenylacetic acid), BrCC=1C=CC2=C(C(=C(O2)[N+](=O)[O-])C2=CC=CC=C2)C1 (5-bromomethyl-2-nitro-3-phenylbenzofuran). Product: [N+](=O)([O-])C=1OC2=C(C1C1=CC=CC=C1)C=C(C=C2)COC=2C=C(C=CC2)CC(=O)O (3-[(2-nitro-3-phenylbenzofuran-5-yl)methoxy]phenylacetic acid). RXN SMILES: [OH:1][C:2]1[CH:3]=[C:4]([CH2:8][C:9]([OH:11])=[O:10])[CH:5]=[CH:6][CH:7]=1.Br[CH2:13][C:14]1[CH:15]=[CH:16][C:17]2[O:21][C:20]([N+:22]([O-:24])=[O:23])=[C:19]([C:25]3[CH:30]=[CH:29][CH:28]=[CH:27][CH:26]=3)[C:18]=2[CH:31]=1>>[N+:22]([C:20]1[O:21][C:17]2[CH:16]=[CH:15][C:14]([CH2:13][O:1][C:2]3[CH:3]=[C:4]([CH2:8][C:9]([OH:11])=[O:10])[CH:5]=[CH:6][CH:7]=3)=[CH:31][C:18]=2[C:19]=1[C:25]1[CH:30]=[CH:29][CH:28]=[CH:27][CH:26]=1)([O-:24])=[O:23]. Reported procedure: Using the method of Example 10 and starting with 3-hydroxyphenylacetic acid and 5-bromomethyl-2-nitro-3-phenylbenzofuran the product obtained is recrystallized from ethanol to provide 3-[(2-nitro-3-phenylbenzofuran-5-yl)methoxy]phenylacetic acid, m.p. 144°-145° C. Reactants: C(C)(C)(C)OC(=O)NC[C@H]1CN(CC1)CCCCCCNC(=O)C1=CN(C2=CC=CC=C12)C (N-(6-((3S)-3-tert-Butoxycarbonylaminomethylpyrrolidin-1-yl)-hexyl)-1-methyl-1 H-indole-3-carboxamide), NC1=CC(=C(C(=O)O)C=C1Cl)OC (4-amino-5-chloro-2-methoxybenzoic acid). Product: NC1=CC(=C(C(=O)NC[C@H]2CN(CC2)CCCCCCNC(=O)C2=CN(C3=CC=CC=C23)C)C=C1Cl)OC (N-(6-((3S)-3-(4-amino-5-chloro-2-methoxybenzoylaminomethyl)pyrrolidin-1-yl)hexyl)-1-methyl-1 H-indole-3-carboxamide). As a reaction SMILES: C(O[C:6]([NH:8][CH2:9][C@@H:10]1[CH2:14][CH2:13][N:12]([CH2:15][CH2:16][CH2:17][CH2:18][CH2:19][CH2:20][NH:21][C:22]([C:24]2[C:32]3[C:27](=[CH:28][CH:29]=[CH:30][CH:31]=3)[N:26]([CH3:33])[CH:25]=2)=[O:23])[CH2:11]1)=[O:7])(C)(C)C.[NH2:34][C:35]1[C:43]([Cl:44])=[CH:42][C:38](C(O)=O)=[C:37]([O:45][CH3:46])[CH:36]=1>>[NH2:34][C:35]1[C:43]([Cl:44])=[CH:42][C:38]([C:6]([NH:8][CH2:9][C@@H:10]2[CH2:14][CH2:13][N:12]([CH2:15][CH2:16][CH2:17][CH2:18][CH2:19][CH2:20][NH:21][C:22]([C:24]3[C:32]4[C:27](=[CH:28][CH:29]=[CH:30][CH:31]=4)[N:26]([CH3:33])[CH:25]=3)=[O:23])[CH2:11]2)=[O:7])=[C:37]([O:45][CH3:46])[CH:36]=1. Procedure: N-(6-((3S)-3-tert-Butoxycarbonylaminomethylpyrrolidin-1-yl)-hexyl)-1-methyl-1 H-indole-3-carboxamide (1.00 g) as starting compound was reacted and treated in the same manner as in Example 67 using 4-amino-5-chloro-2-methoxybenzoic acid (0.50 g) to give N-(6-((3S)-3-(4-amino-5-chloro-2-methoxybenzoylaminomethyl)pyrrolidin-1-yl)hexyl)-1-methyl-1 H-indole-3-carboxamide. The reactants are C1CCOC1, COC(=O)c1ccsc1N, O=C=NC(=O)C(Cl)(Cl)Cl. The product is COC(=O)c1ccsc1NC(=O)NC(=O)C(Cl)(Cl)Cl. As a reaction SMILES: [CH2:20]1[O:21][CH2:22][CH2:23][CH2:24]1.[CH3:1][O:2][C:3](=[O:4])[c:5]1[c:6]([NH2:10])[s:7][cH:8][cH:9]1.[Cl:11][C:12]([C:13](=[O:14])[N:15]=[C:16]=[O:17])([Cl:18])[Cl:19]>>[CH3:1][O:2][C:3](=[O:4])[c:5]1[c:6]([NH:10][C:16]([NH:15][C:13]([C:12]([Cl:11])([Cl:18])[Cl:19])=[O:14])=[O:17])[s:7][cH:8][cH:9]1.